Dataset: the Open Reaction Database (ORD), a public repository of structured organic reaction records. Task: describe an organic reaction: reactants, conditions, products, and yield Starting materials: CC#CCO, [Cl-], CC(c1ccccc1)c1cc(Cl)ncn1, [H-], [NH4+], [Na+], C1CCOC1. The product is CC#CCOc1cc(C(C)c2ccccc2)ncn1. As a reaction SMILES: [CH2:3]([C:4]#[C:5][CH3:6])[OH:7].[Cl-:23].[Cl:8][c:9]1[n:10][cH:11][n:12][c:13]([CH:15]([c:16]2[cH:17][cH:18][cH:19][cH:20][cH:21]2)[CH3:22])[cH:14]1.[H-:1].[NH4+:24].[Na+:2].[O:25]1[CH2:26][CH2:27][CH2:28][CH2:29]1>>[CH2:3]([C:4]#[C:5][CH3:6])[O:7][c:9]1[n:10][cH:11][n:12][c:13]([CH:15]([c:16]2[cH:17][cH:18][cH:19][cH:20][cH:21]2)[CH3:22])[cH:14]1. The reactants are OCc1cc(Br)cc(C(F)(F)F)c1, [C-]#N, [C-]#N, CN(C)C=O, [Pd], [Zn+2], c1ccc(P(c2ccccc2)c2ccccc2)cc1, c1ccc(P(c2ccccc2)c2ccccc2)cc1, c1ccc(P(c2ccccc2)c2ccccc2)cc1, c1ccc(P(c2ccccc2)c2ccccc2)cc1. Product: N#Cc1cc(CO)cc(C(F)(F)F)c1. RXN SMILES: [Br:1][c:2]1[cH:3][c:4]([CH2:12][OH:13])[cH:5][c:6]([C:8]([F:9])([F:10])[F:11])[cH:7]1.[C-:96]#[N:97].[C-:99]#[N:100].[CH3:14][N:15]([CH3:16])[CH:17]=[O:18].[Pd:19].[Zn+2:98].[c:20]1([P:21]([c:22]2[cH:23][cH:24][cH:25][cH:26][cH:27]2)[c:28]2[cH:29][cH:30][cH:31][cH:32][cH:33]2)[cH:34][cH:35][cH:36][cH:37][cH:38]1.[c:39]1([P:40]([c:41]2[cH:42][cH:43][cH:44][cH:45][cH:46]2)[c:47]2[cH:48][cH:49][cH:50][cH:51][cH:52]2)[cH:53][cH:54][cH:55][cH:56][cH:57]1.[c:58]1([P:59]([c:60]2[cH:61][cH:62][cH:63][cH:64][cH:65]2)[c:66]2[cH:67][cH:68][cH:69][cH:70][cH:71]2)[cH:72][cH:73][cH:74][cH:75][cH:76]1.[c:77]1([P:78]([c:79]2[cH:80][cH:81][cH:82][cH:83][cH:84]2)[c:85]2[cH:86][cH:87][cH:88][cH:89][cH:90]2)[cH:91][cH:92][cH:93][cH:94][cH:95]1>>[c:2]1([C:14]#[N:15])[cH:3][c:4]([CH2:12][OH:13])[cH:5][c:6]([C:8]([F:9])([F:10])[F:11])[cH:7]1. Reactants: C=CCBr, CN(C)C=O, [H-], [Na+], Oc1ccc(Nc2nccc(-c3cccnc3)n2)cc1. As a reaction SMILES: [CH2:23]([CH:24]=[CH2:25])[Br:26].[CH3:27][N:28]([CH3:29])[CH:30]=[O:31].[H-:21].[Na+:22].[n:1]1[cH:2][c:3](-[c:7]2[n:8][c:9]([NH:13][c:14]3[cH:15][cH:16][c:17]([OH:20])[cH:18][cH:19]3)[n:10][cH:11][cH:12]2)[cH:4][cH:5][cH:6]1>>[n:1]1[cH:2][c:3](-[c:7]2[n:8][c:9]([NH:13][c:14]3[cH:15][cH:16][c:17]([O:20][CH2:25][CH:24]=[CH2:23])[cH:18][cH:19]3)[n:10][cH:11][cH:12]2)[cH:4][cH:5][cH:6]1. Yields the product C=CCOc1ccc(Nc2nccc(-c3cccnc3)n2)cc1. The reactants are [N+](=[N-])=CC(=O)OCC (ethyl diazoacetate), C(C)OCCC(CC)O (1-ethoxy-3-pentanol). The reagents and catalysts are CC(=O)O.CC(=O)O.CC(=O)O.CC(=O)O.[Rh].[Rh] (rhodium (II) acetate dimer). Run in CCCCCCC (heptane), ClCCl (dichloromethane). Run at time 2 hour. Product: C(C)OC(COC(CCOCC)CC)=O ((3-Ethoxy-1-ethylpropoxy)acetic acid ethyl ester). The yield is 31.8%. As a reaction SMILES: [CH2:1]([O:3][CH2:4][CH2:5][CH:6]([OH:9])[CH2:7][CH3:8])[CH3:2].[N+](=[CH:12][C:13]([O:15][CH2:16][CH3:17])=[O:14])=[N-]>ClCCl.CCCCCCC.CC(O)=O.CC(O)=O.CC(O)=O.CC(O)=O.[Rh].[Rh]>[CH2:16]([O:15][C:13](=[O:14])[CH2:12][O:9][CH:6]([CH2:7][CH3:8])[CH2:5][CH2:4][O:3][CH2:1][CH3:2])[CH3:17] |f:4.5.6.7.8.9|. Procedure: To a solution of 1-ethoxy-3-pentanol (1.32 g, 10.0 mmol) in dichloromethane (20 mL) is added rhodium (II) acetate dimer (10 mg) followed by ethyl diazoacetate (1.0 mL, 9.5 mmol). The reaction mixture is stirred at rt for 2 h. The reaction mixture is diluted with heptane, filtered through Celite, and the filtrate is evaporated. The residue is purified by chromatography on silica gel; elution with EtOAc:heptane (1:3) gives 660 mg the product 487.